From a dataset of the Open Reaction Database (ORD), a public repository of structured organic reaction records. describe an organic reaction: reactants, conditions, products, and yield The reactants are Cl (HCl), OC=1C(=C(C2=C(CC(O2)(C)CC#N)C1C)C)C (5-hydroxy-2-cyanomethyl-2,4,6,7-tetramethyl-2,3-dihydrobenzofuran), [OH-].[Na+] (sodium hydroxide), CO (methanol). The solvent is O (water). Reaction conditions: temperature 0 celsius. The product is OC=1C(=C(C2=C(CC(O2)(C)CC(=O)O)C1C)C)C (2-(5-hydroxy-2,4,6,7-tetramethyl-2,3-dihydrobenzofuran-2-yl)acetic acid). As a reaction SMILES: [OH:1][C:2]1[C:3]([CH3:17])=[C:4]([CH3:16])[C:5]2[O:9][C:8]([CH2:11][C:12]#N)([CH3:10])[CH2:7][C:6]=2[C:14]=1[CH3:15].[OH-:18].[Na+].Cl.C[OH:22]>O>[OH:1][C:2]1[C:3]([CH3:17])=[C:4]([CH3:16])[C:5]2[O:9][C:8]([CH2:11][C:12]([OH:22])=[O:18])([CH3:10])[CH2:7][C:6]=2[C:14]=1[CH3:15] |f:1.2|. Procedure details: To a solution of 5-hydroxy-2-cyanomethyl-2,4,6,7-tetramethyl-2,3-dihydrobenzofuran in methanol (5 ml) was added a solution of sodium hydroxide (0.5 g) in water (5 ml). The mixture was heated for three hours under reflux under argon atmosphere. The reaction mixture was cooled to 0° C. neutralized with 2N-HCl. The reaction product was extracted with ethyl acetate. The extract solution was washed with water, dried and concentrated, and then crystallized from ethyl acetate - isopropyl ether to affor... Starting materials: [C@H]12[C@H](NC[C@@H]2C1)CNC(=O)C1=C(N=C2SC=CN21)C (6-Methyl-imidazo[2,1-b]thiazole-5-carboxylic acid[(1S,2S,5R)-1-(3-aza-bicyclo[3.1.0]hex-2-yl)methyl]-amide), CC=1C=C(N(N1)C1=CC=C(C=C1)C)C(=O)O (5-Methyl-2-p-tolyl-2H-pyrazole-3-carboxylic acid). The product is CC=1C=C(N(N1)C1=CC=C(C=C1)C)C(=O)N1[C@@H]([C@H]2C[C@H]2C1)CNC(=O)C1=C(N=C2SC=CN21)C (6-Methyl-imidazo[2,1-b]thiazole-5-carboxylic acid[(1S,2S,5R)-3-(5-methyl-2-p-tolyl-2H-pyrazole-3-carbonyl)-3-aza-bicyclo[3.1.0]hex-2-ylmethyl]-amide). RXN SMILES: [C@H:1]12[CH2:6][C@H:5]1[CH2:4][NH:3][C@@H:2]2[CH2:7][NH:8][C:9]([C:11]1[N:18]2[C:14]([S:15][CH:16]=[CH:17]2)=[N:13][C:12]=1[CH3:19])=[O:10].[CH3:20][C:21]1[CH:22]=[C:23]([C:33](O)=[O:34])[N:24]([C:26]2[CH:31]=[CH:30][C:29]([CH3:32])=[CH:28][CH:27]=2)[N:25]=1>>[CH3:20][C:21]1[CH:22]=[C:23]([C:33]([N:3]2[CH2:4][C@H:5]3[C@H:1]([CH2:6]3)[C@H:2]2[CH2:7][NH:8][C:9]([C:11]2[N:18]3[C:14]([S:15][CH:16]=[CH:17]3)=[N:13][C:12]=2[CH3:19])=[O:10])=[O:34])[N:24]([C:26]2[CH:31]=[CH:30][C:29]([CH3:32])=[CH:28][CH:27]=2)[N:25]=1. Procedure: prepared by reaction of 6-Methyl-imidazo[2,1-b]thiazole-5-carboxylic acid[(1S,2S,5R)-1-(3-aza-bicyclo[3.1.0]hex-2-yl)methyl]-amide with 5-Methyl-2-p-tolyl-2H-pyrazole-3-carboxylic acid. LC-MS (basic): tR=1.27 min; [M+H]+=475.2.